This data is from the Open Reaction Database (ORD), a public repository of structured organic reaction records. The task is: describe an organic reaction: reactants, conditions, products, and yield Starting materials: CC(C)OC(=O)/N=N/C(=O)OC(C)C (DIAD), ClC1=C(C=C(C=C1)[N+](=O)[O-])O (2-chloro-5-nitrophenol), C(C)(C)(C)OC(=O)N1[C@@H](CCC1)CO ((S)-(−)-1-(tert-butoxycarbonyl)-2-pyrrolidinemethanol), C1=CC=C(C=C1)P(C2=CC=CC=C2)C3=CC=CC=C3 (Ph3P). Solvent: C1CCOC1 (THF). Conditions: time 18 hour. Yields the product C(C)(C)(C)OC(=O)N1[C@@H](CCC1)COC1=C(C=CC(=C1)[N+](=O)[O-])Cl ((S)-2-(2-Chloro-5-nitro-phenoxymethyl)-pyrrolidine-1-carboxylic acid tert-butyl ester). Reaction SMILES: [Cl:1][C:2]1[CH:7]=[CH:6][C:5]([N+:8]([O-:10])=[O:9])=[CH:4][C:3]=1[OH:11].[C:12]([O:16][C:17]([N:19]1[CH2:23][CH2:22][CH2:21][C@H:20]1[CH2:24]O)=[O:18])([CH3:15])([CH3:14])[CH3:13].C1C=CC(P(C2C=CC=CC=2)C2C=CC=CC=2)=CC=1.CC(OC(/N=N/C(OC(C)C)=O)=O)C>C1COCC1>[C:12]([O:16][C:17]([N:19]1[CH2:23][CH2:22][CH2:21][C@H:20]1[CH2:24][O:11][C:3]1[CH:4]=[C:5]([N+:8]([O-:10])=[O:9])[CH:6]=[CH:7][C:2]=1[Cl:1])=[O:18])([CH3:15])([CH3:13])[CH3:14]. Reported procedure: To a solution of 2-chloro-5-nitrophenol (5.06 g, 29.17 mmol), (S)-(−)-1-(tert-butoxycarbonyl)-2-pyrrolidinemethanol (5.87 g, 29.17 mmol), and Ph3P (7.65 g, 29.17 mmol) in 50 mL THF, cooled to −15° C., was added dropwise, over 75 min, a solution of DIAD (6.02 g, 29.75 mmol). The reaction was warmed to RT and stirred for 18 h. The reaction was concentrated to dryness. The crude residue was treated with a small mix of Et2O and hexanes and sonicated so as to triturate out bulk of impurities, which w... Reactants: BrC1=CC=C(C=C1)O (4-bromophenol), BrCCCO (3-bromopropanol), CN(C=O)C (N,N-dimethylformamide), C([O-])([O-])=O.[K+].[K+] (potassium carbonate), TLC(CH2Cl2), BrC1=CC=C(C=C1)O (4-bromophenol). Run in O (water). Product: BrC1=CC=C(OCCCO)C=C1 (3-(4-bromophenoxy)propan-1-ol). As a reaction SMILES: [Br:1][C:2]1[CH:7]=[CH:6][C:5]([OH:8])=[CH:4][CH:3]=1.Br[CH2:10][CH2:11][CH2:12][OH:13].CN(C)C=O.C(=O)([O-])[O-].[K+].[K+]>O>[Br:1][C:2]1[CH:7]=[CH:6][C:5]([O:8][CH2:10][CH2:11][CH2:12][OH:13])=[CH:4][CH:3]=1 |f:3.4.5|. Procedure details: To a 250 mL round bottom flask was added 4-bromophenol (16.5 g, 95.3 mmol), 3-bromopropanol (15.9 g, 114.4 mmol), N,N-dimethylformamide (50 mL) and potassium carbonate (22.4 g, 162.0 mmol). The reaction was allowed to stir at room temperature while being monitored by TLC(CH2Cl2). Upon the disappearance of 4-bromophenol the mixture was poured into a separatory funnel containing 50 mL of water. The product was extracted in diethyl ether and the organic layer was washed with 3×25-mL portions of col... The reactants are C(CCC)(=O)C(C(=O)OCC)=CNC1=CC=CC=C1 (Ethyl 2-butyryl-3-(phenylamino)acrylate). Solvent: petroleum ether, C1(=CC=CC=C1)OC1=CC=CC=C1 (diphenyl ether). Yields the product C(CCC)(=O)C1=CNC2=CC=CC=C2C1=O (3-butyryl-4(1H)-quinolone). Isolated yield 80.9%. Reaction SMILES: [C:1]([C:6](=[CH:12][NH:13][C:14]1[CH:19]=[CH:18][CH:17]=[CH:16][CH:15]=1)[C:7]([O:9]CC)=O)(=[O:5])[CH2:2][CH2:3][CH3:4]>C1(OC2C=CC=CC=2)C=CC=CC=1>[C:1]([C:6]1[C:7](=[O:9])[C:15]2[C:14](=[CH:19][CH:18]=[CH:17][CH:16]=2)[NH:13][CH:12]=1)(=[O:5])[CH2:2][CH2:3][CH3:4]. Procedure: Ethyl 2-butyryl-3-(phenylamino)acrylate (70 g, 0.27 mol) was added in portions to boiling diphenyl ether (500 ml), then heated at reflux for 1.5 hours. After partial cooling, the mixture was poured into high boiling petroleum ether. Filtration and washing with petroleum ether gave 3-butyryl-4(1H)-quinolone (47 g) as a pale solid, which was used without further purification. Reactants: COCCOC(NC1=C(C=C(C=C1)C=1C=C2C(=NC1)N(N=C2C2=C(C=CC=C2)OC)COCC[Si](C)(C)C)C(N(C)C)=O)=O ({2-dimethylcarbamoyl-4-[3-(2-methoxy-phenyl)-1-(2-trimethylsilanyl-ethoxy-methyl)-1H-pyrazolo[3,4-b]pyridin-5-yl]-phenyl}-carbamic acid 2-methoxy-ethyl ester), Cl(=O)(=O)(=O)O (perchloric acid), C([O-])(O)=O.[Na+] (sodium bicarbonate). The solvent is C(C)(=O)O (acetic acid). Conditions: time 60 minute. Product: COCCOC(NC1=C(C=C(C=C1)C=1C=C2C(=NC1)NN=C2C2=C(C=CC=C2)OC)C(N(C)C)=O)=O ({2-dimethylcarbamoyl-4-[3-(2-methoxy-phenyl)-1H-pyrazolo[3,4-b]pyridin-5-yl]-phenyl}-carbamic acid 2-methoxy-ethyl ester). Isolated yield 55.9%. Reaction SMILES: [CH3:1][O:2][CH2:3][CH2:4][O:5][C:6](=[O:44])[NH:7][C:8]1[CH:13]=[CH:12][C:11]([C:14]2[CH:15]=[C:16]3[C:22]([C:23]4[CH:28]=[CH:27][CH:26]=[CH:25][C:24]=4[O:29][CH3:30])=[N:21][N:20](COCC[Si](C)(C)C)[C:17]3=[N:18][CH:19]=2)=[CH:10][C:9]=1[C:39](=[O:43])[N:40]([CH3:42])[CH3:41].Cl(O)(=O)(=O)=O.C(=O)(O)[O-].[Na+]>C(O)(=O)C>[CH3:1][O:2][CH2:3][CH2:4][O:5][C:6](=[O:44])[NH:7][C:8]1[CH:13]=[CH:12][C:11]([C:14]2[CH:15]=[C:16]3[C:22]([C:23]4[CH:28]=[CH:27][CH:26]=[CH:25][C:24]=4[O:29][CH3:30])=[N:21][NH:20][C:17]3=[N:18][CH:19]=2)=[CH:10][C:9]=1[C:39](=[O:43])[N:40]([CH3:42])[CH3:41] |f:2.3|. Reported procedure: To {2-dimethylcarbamoyl-4-[3-(2-methoxy-phenyl)-1-(2-trimethylsilanyl-ethoxy-methyl)-1H-pyrazolo[3,4-b]pyridin-5-yl]-phenyl}-carbamic acid 2-methoxy-ethyl ester (53 mg, 0.084 mmol) was added 5% v/v 70% perchloric acid in acetic acid (0.5 mL) and the resulting solution was agitated for 60 min. Saturated sodium bicarbonate (2 mL) was added and the resulting mixture was extracted with ethyl acetate (3×2 mL,). The combined organic layers were concentrated and the residue was purified by mass-trigger...